From a dataset of the Open Reaction Database (ORD), a public repository of structured organic reaction records. describe an organic reaction: reactants, conditions, products, and yield Starting materials: FC1=C(C=CC=C1)[C@@]12NOC[C@@H]1C[C@@H](C2)OC ((3aR*,5S*,6aS*)-6a-(2-fluorophenyl)-5-methoxy-hexahydrocyclopenta[c]isoxazole). The reagents and catalysts are [Zn] (Zinc), [Zn] (Zinc). Solvent: C(C)(=O)O (acetic acid). Conditions: time 12 hour. Product: N[C@@]1([C@@H](C[C@@H](C1)OC)CO)C1=C(C=CC=C1)F ([(1R*,2S*,4S*)-2-amino-2-(2-fluorophenyl)-4-methoxycyclopentyl]methanol). The yield is 98.4%. Reaction SMILES: [F:1][C:2]1[CH:7]=[CH:6][CH:5]=[CH:4][C:3]=1[C@:8]12[CH2:15][C@@H:14]([O:16][CH3:17])[CH2:13][C@H:12]1[CH2:11][O:10][NH:9]2>C(O)(=O)C.[Zn]>[NH2:9][C@@:8]1([C:3]2[CH:4]=[CH:5][CH:6]=[CH:7][C:2]=2[F:1])[CH2:15][C@@H:14]([O:16][CH3:17])[CH2:13][C@H:12]1[CH2:11][OH:10]. Reported procedure: Zinc (533 mg) was added to a solution of (3aR*,5S*,6aS*)-6a-(2-fluorophenyl)-5-methoxy-hexahydrocyclopenta[c]isoxazole (247 mg) in acetic acid (5 mL), and the mixture was stirred at room temperature for 12 hours. Zinc (500 mg) was added to the reaction solution, followed by stirring at room temperature for three hours. Zinc was removed by filtration and the filtrate was poured into a saturated sodium bicarbonate solution, followed by extraction with ethyl acetate. The extract was dried over anhy... Reactants: C(C1=CC=CC=C1)N(CCCl)C (N-benzyl-N-(2-chloroethyl)methylamine), C(C1=CC=CC=C1)N (benzylamine). The solvent is C(C)O (ethanol), C(C)O (ethanol). Conditions: time 24 hour. The product is C(C1=CC=CC=C1)N(CCNCC1=CC=CC=C1)C (N,N'-dibenzyl-N-methyl-1,2-diaminoethane). The yield is 59.0%. Reaction SMILES: [CH2:1]([N:8]([CH3:12])[CH2:9][CH2:10]Cl)[C:2]1[CH:7]=[CH:6][CH:5]=[CH:4][CH:3]=1.[CH2:13]([NH2:20])[C:14]1[CH:19]=[CH:18][CH:17]=[CH:16][CH:15]=1>C(O)C>[CH2:1]([N:8]([CH3:12])[CH2:9][CH2:10][NH:20][CH2:13][C:14]1[CH:19]=[CH:18][CH:17]=[CH:16][CH:15]=1)[C:2]1[CH:7]=[CH:6][CH:5]=[CH:4][CH:3]=1. Procedure: 128 g (0.7 mol) of the compound obtained in Step b dissolved in 600 ml of ethanol are added dropwise to 150 g (1.4 mol) of benzylamine diluted in 200 ml of warm ethanol. The mixture is stirred at room temperature for 24 hours and the solvent is evaporated off in vacuo. Benzylamine hydrochloride crystallises from a mixture of methylene chloride and acetone, and is removed by filtration. The filtrates are saturated with gaseous hydrogen chloride and the hydrochloride of the desired compound crysta... Reactants: CC=1C=C(C=NC2=CC=C(C=C2)S(N)(=O)=O)C=C(C1)C (N-(3,5-dimethylbenzylidene)-4-sulfamoylaniline), C[Si](C)(C)C#N (trimethylsilyl cyanide). Product: CC=1C=C(C=C(C1)C)C(C#N)NC1=CC=C(C=C1)S(N)(=O)=O (α-(3,5-Dimethylphenyl)-α-(4-sulfamoylanilino)acetonitrile), powder. Yield: 90.0%. Reaction SMILES: [CH3:1][C:2]1[CH:3]=[C:4]([CH:17]=[C:18]([CH3:20])[CH:19]=1)[CH:5]=[N:6][C:7]1[CH:12]=[CH:11][C:10]([S:13](=[O:16])(=[O:15])[NH2:14])=[CH:9][CH:8]=1.C[Si]([C:25]#[N:26])(C)C>>[CH3:20][C:18]1[CH:17]=[C:4]([CH:5]([NH:6][C:7]2[CH:12]=[CH:11][C:10]([S:13](=[O:16])(=[O:15])[NH2:14])=[CH:9][CH:8]=2)[C:25]#[N:26])[CH:3]=[C:2]([CH3:1])[CH:19]=1. Procedure details: Following a procedure similar to that described in Example 1(ii), but using N-(3,5-dimethylbenzylidene)-4-sulfamoylaniline [prepared as described in step (i) above] and trimethylsilyl cyanide as starting materials, the title compound was obtained as a pale yellow powder (yield 90%). The reactants are C(C1=CC=CC=C1)OC(=O)NC=1C(N(N=CC1C)CC1=CC=C(C=C1)OC)=O (4-benzyloxycarbonylamino-2-(4-methoxybenzyl)-5-methyl-3-pyridazinone). The reagents and catalysts are [Pd] (Pd/C). Run in C(C)O (ethanol), C(C)(=O)OCC (ethyl acetate). Run at time 1.3 hour. Yields the product NC=1C(N(N=CC1C)CC1=CC=C(C=C1)OC)=O (4-amino-2-(4-methoxybenzyl)-5-methyl-3-pyridazinone). Isolated yield 100.0%. Reaction SMILES: C(OC([NH:11][C:12]1[C:13](=[O:28])[N:14]([CH2:19][C:20]2[CH:25]=[CH:24][C:23]([O:26][CH3:27])=[CH:22][CH:21]=2)[N:15]=[CH:16][C:17]=1[CH3:18])=O)C1C=CC=CC=1>C(O)C.C(OCC)(=O)C.[Pd]>[NH2:11][C:12]1[C:13](=[O:28])[N:14]([CH2:19][C:20]2[CH:25]=[CH:24][C:23]([O:26][CH3:27])=[CH:22][CH:21]=2)[N:15]=[CH:16][C:17]=1[CH3:18]. Procedure: A mixture of 4-benzyloxycarbonylamino-2-(4-methoxybenzyl)-5-methyl-3-pyridazinone (0.39 g, 1.0 mmol) and 10% Pd/C (0.10 g) in ethanol (40 mL) and ethyl acetate (5 mL) was hydrogenated at 45 psi in a Parr apparatus for 1.3 hours. The catalyst was removed by filtration and the solvents were evaporated to give 4-amino-2-(4-methoxybenzyl)-5-methyl-3-pyridazinone (0.23 g, 1.0 mmol, 910%). Starting materials: O.O=CC(=O)O (2-oxoacetic acid hydrate), NC1=CC=CC=C1 (aniline), C(C1=CC=CC=C1)OC1=CC=C(C=N1)B(O)O (6-(benzyloxy)pyridin-3-ylboronic acid). Solvent: C(C)#N (acetonitrile). The product is C(C1=CC=CC=C1)OC1=CC=C(C=N1)C(C(=O)O)NC1=CC=CC=C1 (2-(6-(benzyloxy)pyridin-3-yl)-2-(phenylamino)acetic acid). Isolated yield 31.5%. Reaction SMILES: O.O=[CH:3][C:4]([OH:6])=[O:5].[NH2:7][C:8]1[CH:13]=[CH:12][CH:11]=[CH:10][CH:9]=1.[CH2:14]([O:21][C:22]1[N:27]=[CH:26][C:25](B(O)O)=[CH:24][CH:23]=1)[C:15]1[CH:20]=[CH:19][CH:18]=[CH:17][CH:16]=1>C(#N)C>[CH2:14]([O:21][C:22]1[N:27]=[CH:26][C:25]([CH:3]([NH:7][C:8]2[CH:13]=[CH:12][CH:11]=[CH:10][CH:9]=2)[C:4]([OH:6])=[O:5])=[CH:24][CH:23]=1)[C:15]1[CH:16]=[CH:17][CH:18]=[CH:19][CH:20]=1 |f:0.1|. Procedure details: To a suspension of 2-oxoacetic acid hydrate (0.40 g, 4.37 mmol) and aniline (0.40 ml, 4.37 mmol) in acetonitrile (25 ml), was added 6-(benzyloxy)pyridin-3-ylboronic acid (1.00 g, 4.37 mmol), and the reaction mixture was refluxed for 2 hours. The solvent was evaporated, and the resulting dark brown oil was purified by flash chromatography (DCM/MeOH=97/3) to obtain 2-(6-(benzyloxy)pyridin-3-yl)-2-(phenylamino)acetic acid (460 mg, 31.5% yield). Starting materials: CCCCP(CCCC)CCCC, COc1ccc([N+](=O)[O-])cc1O, O=C(N=NC(=O)N1CCCCC1)N1CCCCC1, C1CCOC1, COc1cc(OC(=O)c2ccccc2C)ccc1-c1ccc2c(c1CO)NC(=O)C(C)(C)N2. Product: COc1ccc([N+](=O)[O-])cc1OCc1c(-c2ccc(OC(=O)c3ccccc3C)cc2OC)ccc2c1NC(=O)C(C)(C)N2. RXN SMILES: [CH2:46]([P:47]([CH2:48][CH2:49][CH2:50][CH3:51])[CH2:52][CH2:53][CH2:54][CH3:55])[CH2:56][CH2:57][CH3:58].[CH3:34][O:35][c:36]1[c:37]([OH:45])[cH:38][c:39]([N+:42](=[O:43])[O-:44])[cH:40][cH:41]1.[N:59]([C:60]([N:61]1[CH2:62][CH2:63][CH2:64][CH2:65][CH2:66]1)=[O:67])=[N:68][C:69]([N:70]1[CH2:71][CH2:72][CH2:73][CH2:74][CH2:75]1)=[O:76].[O:77]1[CH2:78][CH2:79][CH2:80][CH2:81]1.[OH:1][CH2:2][c:3]1[c:4](-[c:16]2[c:17]([O:32][CH3:33])[cH:18][c:19]([O:22][C:23]([c:24]3[c:25]([CH3:30])[cH:26][cH:27][cH:28][cH:29]3)=[O:31])[cH:20][cH:21]2)[cH:5][cH:6][c:7]2[c:12]1[NH:11][C:10](=[O:13])[C:9]([CH3:14])([CH3:15])[NH:8]2>>[O:1]([CH2:2][c:3]1[c:4](-[c:16]2[c:17]([O:32][CH3:33])[cH:18][c:19]([O:22][C:23]([c:24]3[c:25]([CH3:30])[cH:26][cH:27][cH:28][cH:29]3)=[O:31])[cH:20][cH:21]2)[cH:5][cH:6][c:7]2[c:12]1[NH:11][C:10](=[O:13])[C:9]([CH3:14])([CH3:15])[NH:8]2)[c:37]1[c:36]([O:35][CH3:34])[cH:41][cH:40][c:39]([N+:42](=[O:43])[O-:44])[cH:38]1. Starting materials: FC(C=1C=C(CN2C(O[C@@H]([C@H]2C)C2=C(C=CC(=C2)C(F)(F)F)I)=O)C=C(C1)C(F)(F)F)(F)F ((4R,5R)-3-[3,5-bis(trifluoromethyl)benzyl]-5-[2-iodo-5-(trifluoromethyl)phenyl]-4-methyl-1,3-oxazolidin-2-one), FC1=CC(=C(C=C1C(C)C)B(O)O)OC ((4-fluoro-5-isopropyl-2-methoxyphenyl)boronic acid). The product is FC(C=1C=C(CN2C(O[C@@H]([C@H]2C)C2=C(C=CC(=C2)C(F)(F)F)C2=C(C=C(C(=C2)C(C)C)F)OC)=O)C=C(C1)C(F)(F)F)(F)F ((4R,5R)-3-[3,5-bis(trifluoromethyl)benzyl]-5-[4′-fluoro-5′-isopropyl-2′-methoxy-4-(trifluoromethyl)biphenyl-2-yl]-4-methyl-1,3-oxazolidin-2-one). As a reaction SMILES: [F:1][C:2]([F:33])([F:32])[C:3]1[CH:4]=[C:5]([CH:25]=[C:26]([C:28]([F:31])([F:30])[F:29])[CH:27]=1)[CH2:6][N:7]1[C@H:11]([CH3:12])[C@@H:10]([C:13]2[CH:18]=[C:17]([C:19]([F:22])([F:21])[F:20])[CH:16]=[CH:15][C:14]=2I)[O:9][C:8]1=[O:24].[F:34][C:35]1[C:40]([CH:41]([CH3:43])[CH3:42])=[CH:39][C:38](B(O)O)=[C:37]([O:47][CH3:48])[CH:36]=1>>[F:1][C:2]([F:33])([F:32])[C:3]1[CH:4]=[C:5]([CH:25]=[C:26]([C:28]([F:31])([F:30])[F:29])[CH:27]=1)[CH2:6][N:7]1[C@H:11]([CH3:12])[C@@H:10]([C:13]2[CH:18]=[C:17]([C:19]([F:22])([F:21])[F:20])[CH:16]=[CH:15][C:14]=2[C:38]2[CH:39]=[C:40]([CH:41]([CH3:43])[CH3:42])[C:35]([F:34])=[CH:36][C:37]=2[O:47][CH3:48])[O:9][C:8]1=[O:24]. Procedure details: Following the procedure described in EXAMPLE 81, 38.5 mg of (4R,5R)-3-[3,5-bis(trifluoromethyl)benzyl]-5-[2-iodo-5-(trifluoromethyl)phenyl]-4-methyl-1,3-oxazolidin-2-one and 18 mg of (4-fluoro-5-isopropyl-2-methoxyphenyl)boronic acid (EXAMPLE 78) gave the title compound. Mass spectrum (ESI) 638.3 (M+1). 1H NMR signals are doubled because of atropoisomerism. 1H NMR (500 MHz, CDCl3): δ 7.55-7.80 (m, 5H), 7.29 (d, J=8 Hz, 1H), 7.00, 6.77 (d, J=8.5 Hz, 1H), 6.68, 6.63 (d, J˜12 Hz, 1H), 5.08, 5.04 (d... Reactants: C(#N)C=1SC2=C(N1)C=CC(=C2C#N)/N=C/N(C)C ((E)-N′-(2,7-dicyanobenzo[d]thiazol-6-yl)-N,N-dimethylformimidamide), COC1=CC=C(N)C=C1 (4-methoxyaniline), [K+].[Br-] (KBr). Solvent: C(Cl)Cl.CCOC(=O)C (DCM EtOAc). Product: COC1=CC=C(C=C1)NC1=NC=NC2=CC=C3C(=C12)SC(=N3)C#N (9-(4-Methoxyphenylamino)thiazolo[5,4-f]quinazoline-2-carbonitrile). The yield is 20.0%. As a reaction SMILES: [C:1]([C:3]1[S:4][C:5]2[C:11]([C:12]#[N:13])=[C:10](/[N:14]=[CH:15]/[N:16](C)C)[CH:9]=[CH:8][C:6]=2[N:7]=1)#[N:2].[CH3:19][O:20][C:21]1[CH:27]=[CH:26][C:24](N)=[CH:23][CH:22]=1.[K+].[Br-]>C(Cl)Cl.CCOC(C)=O>[CH3:19][O:20][C:21]1[CH:27]=[CH:26][C:24]([NH:13][C:12]2[C:11]3[C:10](=[CH:9][CH:8]=[C:6]4[N:7]=[C:3]([C:1]#[N:2])[S:4][C:5]4=3)[N:14]=[CH:15][N:16]=2)=[CH:23][CH:22]=1 |f:2.3,4.5|. Reported procedure: Prepared from VII and 4-methoxyaniline. Flash chromatography eluent (DCM-EtOAc, 8:2). Yield: 20%; orange solid, mp>260° C.; IR (KBr) νmax/cm−1 3346, 2977, 2361, 2227, 1644, 1609, 1581, 1503, 1460, 1377, 1354, 1303, 1239, 1164, 1129, 1051, 1032, 975, 829; 1H NMR (300 MHz, DMSO-d6) δ 8.44 (s, 1H), 7.95 (d, 1H, J=9.0 Hz), 7.70 (d, 1H, J=9.0 Hz), 7.45 (d, 2H, J=9.0 Hz), 6.99 (d, 2H, J=9.0 Hz), 3.76 (s, 3H); HRMS calcd for C17H12N5OS (M+H+): 334.0763, found 334.0758. Reactants: C(C)OC1=NC2=CC=CC=C2C(=C1N1CCOCC1)[N+](=O)[O-] (2-ethoxy-3-morpholino-4-nitroquinoline), 10g. The reagents and catalysts are [Pd] (palladium-on-carbon). Run in O1CCCC1 (tetrahydrofuran). The product is NC1=C(C(=NC2=CC=CC=C12)OCC)N1CCOCC1 (4-amino-2-ethoxy-3-morpholinoquinoline). As a reaction SMILES: [CH2:1]([O:3][C:4]1[C:13]([N:14]2[CH2:19][CH2:18][O:17][CH2:16][CH2:15]2)=[C:12]([N+:20]([O-])=O)[C:11]2[C:6](=[CH:7][CH:8]=[CH:9][CH:10]=2)[N:5]=1)[CH3:2]>O1CCCC1.[Pd]>[NH2:20][C:12]1[C:11]2[C:6](=[CH:7][CH:8]=[CH:9][CH:10]=2)[N:5]=[C:4]([O:3][CH2:1][CH3:2])[C:13]=1[N:14]1[CH2:19][CH2:18][O:17][CH2:16][CH2:15]1. Procedure details: The 2-ethoxy-3-morpholino-4-nitroquinoline (1.2 g, 0.004 mol) was dissolved in tetrahydrofuran (10 ml) and subjected to reduction in the presence of 10g palladium-on-carbon (0.3 g). After completion of the reaction, the palladium-on-carbon catalyst was filtered off and the mother liquor was concentrated. Following purification by chromatography on an alumina column using chloroform as a developing solvent, recrystallization from chloroform gas performed to obtain 4-amino-2-ethoxy-3-morpholinoqui...